Dataset: the Open Reaction Database (ORD), a public repository of structured organic reaction records. Task: describe an organic reaction: reactants, conditions, products, and yield Reactants: ClC1=NC(=NC2=CC=CC=C12)C (4-chloro-2-methyl-quinazoline), OC1=CC=C(N)C=C1 (4-hydroxy-aniline). Product: OC1=CC=C(C=C1)NC1=NC(=NC2=CC=CC=C12)C ((4-hydroxy-phenyl)-(2-methyl-quinazolin-4-yl)-amine). Reaction SMILES: Cl[C:2]1[C:11]2[C:6](=[CH:7][CH:8]=[CH:9][CH:10]=2)[N:5]=[C:4]([CH3:12])[N:3]=1.[OH:13][C:14]1[CH:20]=[CH:19][C:17]([NH2:18])=[CH:16][CH:15]=1>>[OH:13][C:14]1[CH:20]=[CH:19][C:17]([NH:18][C:2]2[C:11]3[C:6](=[CH:7][CH:8]=[CH:9][CH:10]=3)[N:5]=[C:4]([CH3:12])[N:3]=2)=[CH:16][CH:15]=1. Procedure details: The title compound was prepared from 4-chloro-2-methyl-quinazoline (818 mg, 4.58 mmol), 4-hydroxy-aniline (500 mg, 4.58 mmol) by a procedure similar to example 1b to give 498 mg (43%) of off white solids. 1H NMR (DMSO-d6): 9.51 (s, 1H), 9.34 (s, 1H), 8.44 (d, J=7.8 Hz, 1H), 7.77 (t, J=8.4 Hz, 1H), 7.67-7.48 (m, 4H), 6.79 (d, J=7.8 Hz, 2H), 2.45 (s, 3H). The reactants are C([O-])([O-])=O.[Na+].[Na+] (sodium carbonate), ClC1=CC(=C(C=C1)O)CCC1=NC=CC=C1 (4-chloro-2-[2-(pyridin-2-yl)ethyl]phenol), [N+](=O)(O)[O-] (nitric acid). The solvent is C(C)(=O)O (acetic acid), C(C)(=O)O (acetic acid). Run at time 2.5 hour. The product is ClC1=CC(=C(C(=C1)CCC1=NC=CC=C1)O)[N+](=O)[O-] (4-chloro-2-nitro-6-[2-(pyridin-2-yl)ethyl]phenol). Isolated yield 82.1%. Reaction SMILES: [Cl:1][C:2]1[CH:7]=[CH:6][C:5]([OH:8])=[C:4]([CH2:9][CH2:10][C:11]2[CH:16]=[CH:15][CH:14]=[CH:13][N:12]=2)[CH:3]=1.[N+:17]([O-])([OH:19])=[O:18].C(=O)([O-])[O-].[Na+].[Na+]>C(O)(=O)C>[Cl:1][C:2]1[CH:3]=[C:4]([CH2:9][CH2:10][C:11]2[CH:16]=[CH:15][CH:14]=[CH:13][N:12]=2)[C:5]([OH:8])=[C:6]([N+:17]([O-:19])=[O:18])[CH:7]=1 |f:2.3.4|. Reported procedure: To a solution of 12.5 g (54.56 mmol) 4-chloro-2-[2-(pyridin-2-yl)ethyl]phenol in 80 ml acetic acid is added portionwise to a nitrating mixture of 70% nitric acid (8.59 g, 136.39 mmol) in 20 ml acetic acid at 5-10° C. The reaction mixture is left to stir at this temperature for 2.5 hours. The pH of the reaction mixture is then adjusted to pH 5.5-6.0 (pH meter) by the addition of a saturated solution of sodium carbonate. The resulting reaction mixture is then extracted with EtOAc (3×300 ml). Conce... The reactants are OC1=C(C=O)C=C(C=C1)OC (2-hydroxy-5-methoxybenzaldehyde), ClCCCN1CCOCC1 (N-(3-chloropropyl)morpholine), CN(C=O)C (dimethylformamide), [H-].[Na+] (sodium hydride). Run in C1(=CC=CC=C1)C (toluene). Run at temperature 70 celsius. Yields the product COC=1C=CC(=C(C=O)C1)OCCCN1CCOCC1 (5-Methoxy-2-[3-(4-morpholinyl)propoxy]benzaldehyde). Reaction SMILES: [OH:1][C:2]1[CH:9]=[CH:8][C:7]([O:10][CH3:11])=[CH:6][C:3]=1[CH:4]=[O:5].CN(C)C=O.[H-].[Na+].Cl[CH2:20][CH2:21][CH2:22][N:23]1[CH2:28][CH2:27][O:26][CH2:25][CH2:24]1>C1(C)C=CC=CC=1>[CH3:11][O:10][C:7]1[CH:8]=[CH:9][C:2]([O:1][CH2:20][CH2:21][CH2:22][N:23]2[CH2:28][CH2:27][O:26][CH2:25][CH2:24]2)=[C:3]([CH:6]=1)[CH:4]=[O:5] |f:2.3|. Reported procedure: A stirred solution of 25 g of 2-hydroxy-5-methoxybenzaldehyde in 125 ml. of dimethylformamide is treated portionwise with 8.2 g of 50% sodium hydride (oil dispersion). The temperature is kept below 35° C. by means of an ice-water bath. When the addition is complete, the mixture is warmed to 70° C. and cooled to 25° C. This is followed by the addition of a solution of 36 g. of N-(3-chloropropyl)morpholine in 65 ml. of toluene. The mixture is stirred and heated at 100°-105° C. for 4 hours, cooled,... The reactants are [Br-], C1CCOC1, [Li]CCCC, C[P+](c1ccccc1)(c1ccccc1)c1ccccc1, O=Cc1cc([N+](=O)[O-])ccc1OCc1ccccn1. Product: C=Cc1cc([N+](=O)[O-])ccc1OCc1ccccn1. Reaction SMILES: [Br-:25].[CH2:46]1[O:47][CH2:48][CH2:49][CH2:50]1.[CH3:1][CH2:2][CH2:3][CH2:4][Li:5].[CH3:26][P+:27]([c:28]1[cH:29][cH:30][cH:31][cH:32][cH:33]1)([c:34]1[cH:35][cH:36][cH:37][cH:38][cH:39]1)[c:40]1[cH:41][cH:42][cH:43][cH:44][cH:45]1.[N+:6](=[O:7])([O-:8])[c:9]1[cH:10][cH:11][c:12]([O:17][CH2:18][c:19]2[n:20][cH:21][cH:22][cH:23][cH:24]2)[c:13]([CH:14]=[O:15])[cH:16]1>>[CH2:1]=[CH:14][c:13]1[c:12]([O:17][CH2:18][c:19]2[n:20][cH:21][cH:22][cH:23][cH:24]2)[cH:11][cH:10][c:9]([N+:6](=[O:7])[O-:8])[cH:16]1. Reported procedure: Prepared analogously to Example 1 from 6-(4-chlorobutoxy)-4,4-dicyclohexyl-4H-3,1-benzoxazin-2-one and 4-methyl-thiophenol. As a reaction SMILES: Cl[CH2:2][CH2:3][CH2:4][CH2:5][O:6][C:7]1[CH:8]=[CH:9][C:10]2[NH:15][C:14](=[O:16])[O:13][C:12]([CH:23]3[CH2:28][CH2:27][CH2:26][CH2:25][CH2:24]3)([CH:17]3[CH2:22][CH2:21][CH2:20][CH2:19][CH2:18]3)[C:11]=2[CH:29]=1.[CH3:30][C:31]1[CH:36]=[CH:35][C:34]([SH:37])=[CH:33][CH:32]=1>>[CH3:30][C:31]1[CH:36]=[CH:35][C:34]([S:37][CH2:2][CH2:3][CH2:4][CH2:5][O:6][C:7]2[CH:8]=[CH:9][C:10]3[NH:15][C:14](=[O:16])[O:13][C:12]([CH:23]4[CH2:28][CH2:27][CH2:26][CH2:25][CH2:24]4)([CH:17]4[CH2:22][CH2:21][CH2:20][CH2:19][CH2:18]4)[C:11]=3[CH:29]=2)=[CH:33][CH:32]=1. Yields the product CC1=CC=C(C=C1)SCCCCOC=1C=CC2=C(C(OC(N2)=O)(C2CCCCC2)C2CCCCC2)C1 (6-[4-(4-Methyl-phenylmercapto)-butoxy]-4,4-dicyclohexyl-4H-3,1-benzoxazin-2-one). Starting materials: ClCCCCOC=1C=CC2=C(C(OC(N2)=O)(C2CCCCC2)C2CCCCC2)C1 (6-(4-chlorobutoxy)-4,4-dicyclohexyl-4H-3,1-benzoxazin-2-one), CC1=CC=C(C=C1)S (4-methyl-thiophenol).